Dataset: the Open Reaction Database (ORD), a public repository of structured organic reaction records. Task: describe an organic reaction: reactants, conditions, products, and yield Reactants: CC(c1ccccc1)N1CC(CC2CO2)(C(=O)OC(C)(C)C)CC1=O, C[Si](C)(C)[N-][Si](C)(C)C, [Li+], C1CCOC1. Yields the product CC(c1ccccc1)N1CC2(C(=O)OC(C)(C)C)CC(O)CC2C1=O. Reaction SMILES: [C:1]([CH3:2])([CH3:3])([CH3:4])[O:5][C:6](=[O:7])[C:8]1([CH2:22][CH:23]2[O:24][CH2:25]2)[CH2:9][N:10]([CH:14]([CH3:15])[c:16]2[cH:17][cH:18][cH:19][cH:20][cH:21]2)[C:11](=[O:13])[CH2:12]1.[CH3:26][Si:27]([CH3:28])([CH3:29])[N-:30][Si:31]([CH3:32])([CH3:33])[CH3:34].[Li+:35].[O:36]1[CH2:37][CH2:38][CH2:39][CH2:40]1>>[C:1]([CH3:2])([CH3:3])([CH3:4])[O:5][C:6](=[O:7])[C:8]12[CH2:9][N:10]([CH:14]([CH3:15])[c:16]3[cH:17][cH:18][cH:19][cH:20][cH:21]3)[C:11](=[O:13])[CH:12]1[CH2:25][CH:23]([OH:24])[CH2:22]2.